From a dataset of the Open Reaction Database (ORD), a public repository of structured organic reaction records. describe an organic reaction: reactants, conditions, products, and yield The reactants are C(C)[C@@H]1CN(CCN1)CC1=CC=C(C=C1)F ((R)-3-Ethyl-1-(4-fluorobenzyl)-piperazine), CCN=C=NCCCN(C)C (EDCI), C=1C=CC2=C(C1)N=NN2O (HOBT), ClC1=CC(=C(C=C1)C(C(=O)O)=C)NC(=O)N (4-Chloro-2-ureido-phenyl-acrylic acid). Solvent: C(Cl)Cl (DCM), C(Cl)Cl (DCM). Yields the product ClC=1C=CC(=C(C1)NC(=O)N)\C=C\C(=O)N1[C@@H](CN(CC1)CC1=CC=C(C=C1)F)CC ((5-Chloro-2-{(E)-3-[(R)-2-ethyl-4-(4-fluoro-benzyl)-piperazin-1-yl]-3-oxo-propenyl}-phenyl)-urea). Yield: 33.7%. As a reaction SMILES: C([C@H]1NC[CH2:6][N:5]([CH2:9][C:10]2[CH:15]=[CH:14][C:13]([F:16])=[CH:12][CH:11]=2)[CH2:4]1)C.CCN=C=N[CH2:22][CH2:23][CH2:24][N:25]([CH3:27])[CH3:26].C1C=CC2N([OH:37])N=NC=2C=1.[Cl:38][C:39]1[CH:44]=[CH:43][C:42]([C:45](=C)[C:46](O)=O)=[C:41]([NH:50][C:51]([NH2:53])=[O:52])[CH:40]=1>C(Cl)Cl>[Cl:38][C:39]1[CH:44]=[CH:43][C:42](/[CH:45]=[CH:46]/[C:27]([N:25]2[CH2:26][CH2:4][N:5]([CH2:9][C:10]3[CH:11]=[CH:12][C:13]([F:16])=[CH:14][CH:15]=3)[CH2:6][C@H:24]2[CH2:23][CH3:22])=[O:37])=[C:41]([NH:50][C:51]([NH2:53])=[O:52])[CH:40]=1. Reported procedure: (R)-3-Ethyl-1-(4-fluorobenzyl)-piperazine (88.8 mg, 0.4 mmol), EDCI (152 mg, 0.8 mmol), HOBT (110 mg, 0.8 mmol) and (E)-3-(4-Chloro-2-ureido-phenyl-acrylic acid (96 mg, 0.4 mmol) were dissolved in 5 ml DCM and this mixture was stirred at room temperature over night. The mixture was diluted with 50 ml DCM and extracted 3 times with water and once with saturated sodium chloride solution. The title compound was purified by chromatography (SiO2, ethyl acetate/MeOH/NH3conc, 98/2/0.2) and was isolated...